describe an organic reaction: reactants, conditions, products, and yield From a dataset of the Open Reaction Database (ORD), a public repository of structured organic reaction records. Reactants: C([C@@H](O)CC(=O)O)(=O)O ((S)-malic acid), C(C)(C)O (isopropanol), C1(=CC=C(C=C1)S(=O)(=O)O)C (p-toluenesulphonic acid). Conditions: time 24 hour. Yields the product C([C@@H](O)CC(=O)OC(C)C)(=O)OC(C)C ((S)-diisopropyl malate). Reaction SMILES: [C:1]([OH:9])(=[O:8])[C@H:2]([CH2:4][C:5]([OH:7])=[O:6])[OH:3].[C:10]1(C)[CH:15]=CC(S(O)(=O)=O)=C[CH:11]=1.[CH:21](O)([CH3:23])[CH3:22]>>[C:1]([O:9][CH:21]([CH3:23])[CH3:22])(=[O:8])[C@H:2]([CH2:4][C:5]([O:7][CH:10]([CH3:15])[CH3:11])=[O:6])[OH:3]. Procedure details: (S)-malic acid was dissolved in isopropanol and p-toluenesulphonic acid (cat) was added and stirred at room temperature for 24 h. The reaction mixture was concentrated and distilled to give (S)-diisopropyl malate as colorless liquid. The residual material in the distillation flask was dissolved in EtOH and processed as above. Distillation afforded additional diester, raising the total yield. The reactants are ClC1=CC=2C(C=C1)=NC1=C3C2C=C(C=C3N(C=3C=CC=CC13)C)OC (3-chloro-6-methoxy-8-methyl-8H-quino[4,3,2-kl]acridine), ClC1=CC=2C(C=C1)=NC1=C3C2C=C(C=C3NC=3C=CC=CC13)OC (3-Chloro-6-methoxy-8H-quino[4,3,2-kl]acridine), [Cl-].[Al+3].[Cl-].[Cl-] (aluminium chloride). The solvent is C1=CC=CC=C1 (benzene). Product: ClC1=CC=2C(C=C1)=NC1=C3C2C=C(C=C3N(C=3C=CC=CC13)C)O (3-Chloro-6-hydroxy-8-methyl-8H-quino[4,3,2-kl]acridine). Isolated yield 88.0%. Reaction SMILES: [Cl:1][C:2]1[CH:7]=[CH:6][C:5]2=[N:8][C:9]3[C:22]4[CH:21]=[CH:20][CH:19]=[CH:18][C:17]=4[N:16]([CH3:23])[C:15]4[C:10]=3[C:11]([CH:12]=[C:13]([O:24]C)[CH:14]=4)=[C:4]2[CH:3]=1.ClC1C=CC2=NC3C4C=CC=CC=4NC4C=3C(C=C(OC)C=4)=C2C=1.[Cl-].[Al+3].[Cl-].[Cl-]>C1C=CC=CC=1>[Cl:1][C:2]1[CH:7]=[CH:6][C:5]2=[N:8][C:9]3[C:22]4[CH:21]=[CH:20][CH:19]=[CH:18][C:17]=4[N:16]([CH3:23])[C:15]4[C:10]=3[C:11]([CH:12]=[C:13]([OH:24])[CH:14]=4)=[C:4]2[CH:3]=1 |f:2.3.4.5|. Procedure details: The general procedure (Method K) applied to 3-chloro-6-methoxy-8-methyl-8H-quino[4,3,2-kl]acridine, 32 (5.5 g, 15.9 mmol), with aluminium chloride (6.3 g, 3 eq), and benzene (500 ml) gave the title compound as a yellow solid (4.5 g, 13.5 mmol, 88%).